Dataset: the Open Reaction Database (ORD), a public repository of structured organic reaction records. Task: describe an organic reaction: reactants, conditions, products, and yield Run at temperature 50 celsius. Starting materials: Cl (hydrochloric acid), C(C)OC(CP(OCC)(OCC)=O)OCC (diethyl 2,2-diethoxyethylphosphonate). Solvent: O (water), O (water). Procedure: A 2-litre, four-necked flask equipped with a mechanical stirrer, an addition funnel and a nitrogen inlet was charged with diethyl 2,2-diethoxyethylphosphonate (150 g) and water (300 mL), and a slight stream of nitrogen was continuously passed through the system. The resulting mixture was heated to 50° C. and hydrochloric acid (5.6 mL) was added. The mixture was then left under stirring for 4 hours after which water was added and the mixture concentrated under reduced pressure. Sodium chloride wa... The product is C(=O)CP(OCC)(OCC)=O (Diethyl formylmethylphosphonate). RXN SMILES: C([O:3][CH:4](OCC)[CH2:5][P:6](=[O:13])([O:10][CH2:11][CH3:12])[O:7][CH2:8][CH3:9])C.Cl>O>[CH:4]([CH2:5][P:6](=[O:13])([O:10][CH2:11][CH3:12])[O:7][CH2:8][CH3:9])=[O:3]. The solvent is O(CC)CC (1,1'-oxybisethane). Yields the product 10, N=1CCN2C1SC1=C2C=C(C=C1)NC=C(C(=O)OCC)C(=O)OCC (diethyl 2-[(2,3-dihydroimidazo[2,1-b]benzothiazol-6-yl)aminomethylene]propanedioate). Starting materials: N=1C=CN2C1SC1=C2C=C(C=C1)N (imidazo[2,1-b]benzothiazol-6-amine), C(C)OC=C(C(=O)OCC)C(=O)OCC (diethyl 2-(ethoxymethylene)propanedioate). RXN SMILES: [N:1]1[CH:2]=[CH:3][N:4]2[C:8]3[CH:9]=[C:10]([NH2:13])[CH:11]=[CH:12][C:7]=3[S:6][C:5]=12.C(O[CH:17]=[C:18]([C:24]([O:26][CH2:27][CH3:28])=[O:25])[C:19]([O:21][CH2:22][CH3:23])=[O:20])C>O(CC)CC>[N:1]1[CH2:2][CH2:3][N:4]2[C:8]3[CH:9]=[C:10]([NH:13][CH:17]=[C:18]([C:19]([O:21][CH2:22][CH3:23])=[O:20])[C:24]([O:26][CH2:27][CH3:28])=[O:25])[CH:11]=[CH:12][C:7]=3[S:6][C:5]=12. Yield: 95.0%. Reaction conditions: temperature 110 celsius, time 30 minute. Procedure: A mixture of 5.5 parts of imidazo[2,1-b]benzothiazol-6-amine and 7.5 parts of diethyl 2-(ethoxymethylene)propanedioate is stirred for 30 minutes at 110° C. The solid product is suspended in 1,1'-oxybisethane. It is filtered off and dried, yielding 10 parts (95%) of diethyl 2-[(2,3-dihydroimidazo[2,1-b]benzothiazol-6-yl)aminomethylene]propanedioate; mp. 140° C. The reactants are [BH4-], [Na+], CCCCCCCCCCCCCCCC1OC1C(=O)OC, C1CCOC1. The product is CCCCCCCCCCCCCCCC1OC1CO. Reaction SMILES: [BH4-:23].[Na+:24].[O:1]1[CH:2]([C:3](=[O:4])[O:5][CH3:6])[CH:7]1[CH2:8][CH2:9][CH2:10][CH2:11][CH2:12][CH2:13][CH2:14][CH2:15][CH2:16][CH2:17][CH2:18][CH2:19][CH2:20][CH2:21][CH3:22].[O:25]1[CH2:26][CH2:27][CH2:28][CH2:29]1>>[O:1]1[CH:2]([CH2:3][OH:4])[CH:7]1[CH2:8][CH2:9][CH2:10][CH2:11][CH2:12][CH2:13][CH2:14][CH2:15][CH2:16][CH2:17][CH2:18][CH2:19][CH2:20][CH2:21][CH3:22]. Starting materials: C=CCOC1CC(N)c2cc(Br)ccc21, C=CCOC1CC(N)c2cc(OCCC)ccc21, CC(C)(C)OC(=O)NC(Cc1ccccc1)C1CO1. Yields the product C=CCOC1CC(NCC(O)C(Cc2ccccc2)NC(=O)OC(C)(C)C)c2cc(Br)ccc21. As a reaction SMILES: [CH2:19]([CH:20]=[CH2:21])[O:22][CH:23]1[CH2:24][CH:25]([NH2:33])[c:26]2[cH:27][c:28]([Br:32])[cH:29][cH:30][c:31]21.[CH2:1]([O:2][CH:3]1[c:4]2[c:5]([cH:6][c:7]([O:8][CH2:9][CH2:10][CH3:11])[cH:12][cH:13]2)[CH:14]([NH2:15])[CH2:16]1)[CH:17]=[CH2:18].[O:34]1[CH:35]([CH:37]([CH2:38][c:39]2[cH:40][cH:41][cH:42][cH:43][cH:44]2)[NH:45][C:46]([O:47][C:48]([CH3:49])([CH3:50])[CH3:51])=[O:52])[CH2:36]1>>[CH2:19]([CH:20]=[CH2:21])[O:22][CH:23]1[CH2:24][CH:25]([NH:33][CH2:36][CH:35]([OH:34])[CH:37]([CH2:38][c:39]2[cH:40][cH:41][cH:42][cH:43][cH:44]2)[NH:45][C:46]([O:47][C:48]([CH3:49])([CH3:50])[CH3:51])=[O:52])[c:26]2[cH:27][c:28]([Br:32])[cH:29][cH:30][c:31]21. The reactants are [Mg] (Magnesium), C12C(C3CC(CC(C1)C3)C2)=O (2-adamantanone), BrC(C)Br (dibromoethane), C(=C)OCCCCl (3-chloropropyl vinyl ether). Run in O1CCCC1 (tetrahydrofuran), O (water), OS(=O)(=O)O (H2SO4), C1CCOC1 (THF), C1CCOC1 (THF), C1CCOC1 (THF). Product: C(=C)OCCC1(C2CC3CC(CC1C3)C2)O (2-Hydroxy-2-adamantylethyl Vinyl Ether). As a reaction SMILES: [Mg].BrC(Br)C.[CH:6]([O:8][CH2:9][CH2:10]CCl)=[CH2:7].[CH:13]12[CH2:22][CH:17]3[CH2:18][CH:19]([CH2:21][CH:15]([CH2:16]3)[C:14]1=[O:23])[CH2:20]2>O.OS(O)(=O)=O.C1COCC1>[CH:6]([O:8][CH2:9][CH2:10][C:14]1([OH:23])[CH:15]2[CH2:21][CH:19]3[CH2:18][CH:17]([CH2:22][CH:13]1[CH2:20]3)[CH2:16]2)=[CH2:7]. Procedure details: (Step-2) Magnesium metal(2.6 g) and anhydrous tetrahydrofuran (hereinafter referred to as THF(100 mL)) were added to a round bottom flask. Next, after dripping a small quantity of dibromoethane into the round bottom flask containing the resulting mixture to promote the reaction, 3-chloropropyl vinyl ether (12 g, 0.1 mol) and anhydrous THF(100 mL) were added drop-wise thereto. Then, the mixture was reacted for 2 hours. After dripping an adequate quantity of THF containing 2-adamantanone (15 g, 0....